From a dataset of the Open Reaction Database (ORD), a public repository of structured organic reaction records. describe an organic reaction: reactants, conditions, products, and yield Reactants: ClC1=C(OC=2C=C(C=CC2NS(=O)(=O)C)S(=O)(=O)Cl)C=CC(=C1)Cl (3-(2,4-Dichlorophenoxy)-4-methylsulphonylaminobenzene-sulphonic acid chloride), C(C1=CC=CC=C1)N (benzylamine). Run in C(Cl)Cl (CH2Cl2), N1=CC=CC=C1 (pyridine). Run at temperature 0 celsius, time 2 hour. Product: C(C1=CC=CC=C1)NS(=O)(=O)C1=CC(=C(C=C1)NS(=O)(=O)C)OC1=C(C=C(C=C1)Cl)Cl (3-(2,4-Dichlorophenoxy)-4-methylsulphonylaminobenzene-sulphonic acid N-benzylamide). Reaction SMILES: [Cl:1][C:2]1[CH:23]=[C:22]([Cl:24])[CH:21]=[CH:20][C:3]=1[O:4][C:5]1[CH:6]=[C:7]([S:16](Cl)(=[O:18])=[O:17])[CH:8]=[CH:9][C:10]=1[NH:11][S:12]([CH3:15])(=[O:14])=[O:13].[CH2:25]([NH2:32])[C:26]1[CH:31]=[CH:30][CH:29]=[CH:28][CH:27]=1>C(Cl)Cl.N1C=CC=CC=1>[CH2:25]([NH:32][S:16]([C:7]1[CH:8]=[CH:9][C:10]([NH:11][S:12]([CH3:15])(=[O:14])=[O:13])=[C:5]([O:4][C:3]2[CH:20]=[CH:21][C:22]([Cl:24])=[CH:23][C:2]=2[Cl:1])[CH:6]=1)(=[O:18])=[O:17])[C:26]1[CH:31]=[CH:30][CH:29]=[CH:28][CH:27]=1. Reported procedure: 3-(2,4-Dichlorophenoxy)-4-methylsulphonylaminobenzene-sulphonic acid chloride (1.08 g, 2.51 mmol) was dissolved in CH2Cl2 (5 ml) and at 0° C. added dropwise to a solution of benzylamine (0.35 ml, 3.2 mmol) in pyridine (20 ml). The mixture was stirred for 2 hours at 0° C. and then evaporated down. The residue was dried in vacuo and purified by chromatography (silica gel, CHCl3 /MeOH 19/1). Yield: 0.18 g=15% 13C (100 MHz, DMSO-d6) δ 149.94, 147.70, 137.38, 137.26, 132.04, 130.41, 129.55, 129.19, 1... Starting materials: COC(=O)c1c(Cl)cc(Cl)cc1NC(=O)C(C)c1ccc(OC)c([N+](=O)[O-])c1, C[Si](C)(C)[N-][Si](C)(C)C, CO, ClCCl, [Li+]. Yields the product COc1ccc(C2(C)C(=O)Nc3cc(Cl)cc(Cl)c3C2=O)cc1[N+](=O)[O-]. As a reaction SMILES: [CH3:1][O:2][C:3]([c:4]1[c:5]([NH:12][C:13]([CH:14]([CH3:15])[c:16]2[cH:17][c:18]([N+:24](=[O:25])[O-:26])[c:19]([O:22][CH3:23])[cH:20][cH:21]2)=[O:27])[cH:6][c:7]([Cl:11])[cH:8][c:9]1[Cl:10])=[O:28].[CH3:30][Si:31]([N-:32][Si:33]([CH3:34])([CH3:35])[CH3:36])([CH3:37])[CH3:38].[CH3:42][OH:43].[Cl:39][CH2:40][Cl:41].[Li+:29]>>[O:2]=[C:3]1[c:4]2[c:5]([cH:6][c:7]([Cl:11])[cH:8][c:9]2[Cl:10])[NH:12][C:13](=[O:27])[C:14]1([CH3:15])[c:16]1[cH:17][c:18]([N+:24](=[O:25])[O-:26])[c:19]([O:22][CH3:23])[cH:20][cH:21]1. Product: Cc1ccc(C(O)CSC2C(O)CC(=O)C2CCCCCCC(=O)O)cc1. Reactants: [BH4-], Cc1ccc(C(C)(O)CSC2C(O)CC(=O)C2CCCCCCC(=O)O)cc1, CO, Cl, [Na+], O. RXN SMILES: [BH4-:30].[C:1](=[O:2])([OH:3])[CH2:4][CH2:5][CH2:6][CH2:7][CH2:8][CH2:9][CH:10]1[C:11](=[O:28])[CH2:12][CH:13]([OH:27])[CH:14]1[S:15][CH2:16][C:17]([c:18]1[cH:19][cH:20][c:21]([CH3:24])[cH:22][cH:23]1)([CH3:25])[OH:26].[CH3:33][OH:34].[ClH:32].[Na+:31].[OH2:29]>>[C:1](=[O:2])([OH:3])[CH2:4][CH2:5][CH2:6][CH2:7][CH2:8][CH2:9][CH:10]1[C:11](=[O:28])[CH2:12][CH:13]([OH:27])[CH:14]1[S:15][CH2:16][CH:17]([c:18]1[cH:19][cH:20][c:21]([CH3:24])[cH:22][cH:23]1)[OH:26]. Reactants: O=C([O-])O, Cc1nnc2ccc(-c3cccc(NC(=O)N(C)C)c3)nn12, CI, CN(C)C=O, [H-], [Na+], [Na+]. Yields the product Cc1nnc2ccc(-c3cccc(N(C)C(=O)N(C)C)c3)nn12. Reaction SMILES: [C:27](=[O:28])([OH:29])[O-:30].[CH3:1][N:2]([C:3](=[O:4])[NH:5][c:6]1[cH:7][c:8](-[c:12]2[cH:13][cH:14][c:15]3[n:16]([n:17]2)[c:18]([CH3:21])[n:19][n:20]3)[cH:9][cH:10][cH:11]1)[CH3:22].[CH3:25][I:26].[CH3:32][N:33]([CH3:34])[CH:35]=[O:36].[H-:23].[Na+:24].[Na+:31]>>[CH3:1][N:2]([C:3](=[O:4])[N:5]([c:6]1[cH:7][c:8](-[c:12]2[cH:13][cH:14][c:15]3[n:16]([n:17]2)[c:18]([CH3:21])[n:19][n:20]3)[cH:9][cH:10][cH:11]1)[CH3:27])[CH3:22]. Reactants: C(O)([O-])=O.[Na+] (sodium hydrogencarbonate), C(=O)(O)C1(CCCCC1)NC(=O)C=1C=NN2C1N=CC(=C2C2=CC=C(C=C2)Cl)C2=C(C=CC=C2)Cl (3-[N-(1-carboxycyclohexyl)carbamoyl]-6-(2-chlorophenyl)-7-(4-chlorophenyl)pyrazolo[1,5-a]pyrimidine), Cl.CN (methylamine hydrochloride), O.ON1N=NC2=C1C=CC=C2 (1-hydroxybenzotriazole monohydrate), Cl.CN(CCCN=C=NCC)C (1-(3-dimethylaminopropyl)-3-ethylcarbodiimide hydrochloride). The solvent is C(Cl)Cl (methylene chloride), C(Cl)Cl (methylene chloride), C(C)N(CC)CC (triethylamine). Run at time 8 hour. The product is ClC1=C(C=CC=C1)C=1C=NC=2N(C1C1=CC=C(C=C1)Cl)N=CC2C(NC2(CCCCC2)C(NC)=O)=O (6-(2-chlorophenyl)-7-(4-chlorophenyl)-3-[N-[1-(N-methylcarbamoyl)cyclohexyl]-carbamoyl]pyrazolo[1,5-a]pyrimidine). The yield is 48.8%. Reaction SMILES: [C:1]([C:4]1([NH:10][C:11]([C:13]2[CH:14]=[N:15][N:16]3[C:21]([C:22]4[CH:27]=[CH:26][C:25]([Cl:28])=[CH:24][CH:23]=4)=[C:20]([C:29]4[CH:34]=[CH:33][CH:32]=[CH:31][C:30]=4[Cl:35])[CH:19]=[N:18][C:17]=23)=[O:12])[CH2:9][CH2:8][CH2:7][CH2:6][CH2:5]1)(O)=[O:2].Cl.CN.O.O[N:41]1[C:45]2C=CC=CC=2N=N1.Cl.CN(C)CCCN=C=NCC.C(=O)([O-])O.[Na+]>C(Cl)Cl.C(N(CC)CC)C>[Cl:35][C:30]1[CH:31]=[CH:32][CH:33]=[CH:34][C:29]=1[C:20]1[CH:19]=[N:18][C:17]2[N:16]([N:15]=[CH:14][C:13]=2[C:11](=[O:12])[NH:10][C:4]2([C:1](=[O:2])[NH:41][CH3:45])[CH2:9][CH2:8][CH2:7][CH2:6][CH2:5]2)[C:21]=1[C:22]1[CH:23]=[CH:24][C:25]([Cl:28])=[CH:26][CH:27]=1 |f:1.2,3.4,5.6,7.8|. Procedure details: To a solution of the compound obtained in Example A4 (50 mg) and methylamine hydrochloride (8 mg) in methylene chloride (1 mL) were added 1-hydroxybenzotriazole monohydrate (23 mg), 1-(3-dimethylaminopropyl)-3-ethylcarbodiimide hydrochloride (29 mg) and triethylamine (21 μL), and the mixture was stirred at room temperature overnight. To the reaction mixture were added methylene chloride and an aqueous saturated sodium hydrogencarbonate solution. After stirring vigorously for 10 minutes, the orga... Reactants: ClC1=CC=C(C(C(=O)O)=C1)O (5-chlorosalicylic acid), NC=1C=C(C=CC1OC1=CC=C(C=C1)OC)C(F)(F)F (3-amino-4-(4-methoxyphenoxy)-benzotrifluoride), raw materials. Product: ClC=1C=CC(=C(C(=O)NC2=C(C=CC(=C2)C(F)(F)F)OC2=CC=C(C=C2)OC)C1)O (5-Chloro-2-hydroxy-N-[2-(4-methoxyphenoxy)-5-(trifluoromethyl)phenyl]-benzamide). Isolated yield 88.1%. Reaction SMILES: [Cl:1][C:2]1[CH:10]=[C:6]([C:7]([OH:9])=O)[C:5]([OH:11])=[CH:4][CH:3]=1.[NH2:12][C:13]1[CH:14]=[C:15]([C:28]([F:31])([F:30])[F:29])[CH:16]=[CH:17][C:18]=1[O:19][C:20]1[CH:25]=[CH:24][C:23]([O:26][CH3:27])=[CH:22][CH:21]=1>>[Cl:1][C:2]1[CH:3]=[CH:4][C:5]([OH:11])=[C:6]([CH:10]=1)[C:7]([NH:12][C:13]1[CH:14]=[C:15]([C:28]([F:31])([F:30])[F:29])[CH:16]=[CH:17][C:18]=1[O:19][C:20]1[CH:25]=[CH:24][C:23]([O:26][CH3:27])=[CH:22][CH:21]=1)=[O:9]. Reported procedure: Using 5-chlorosalicylic acid and 3-amino-4-(4-methoxyphenoxy)-benzotrifluoride as the raw materials, the same operation as the Example 1(1) gave the title compound. Yield: 85.2%. The solvent is C1(=CC=CC=C1)C (toluene). The reactants are COC(CNC([C@H](CC1=CC=CC=C1)NC)=O)=O ((S)-N-[2-(methylamino)-1-oxo-3-phenylpropyl)glycine methyl ester). RXN SMILES: CO[C:3](=[O:18])[CH2:4][NH:5][C:6](=[O:17])[C@@H:7]([NH:15][CH3:16])[CH2:8][C:9]1[CH:14]=[CH:13][CH:12]=[CH:11][CH:10]=1>C1(C)C=CC=CC=1>[CH3:16][N:15]1[C@@H:7]([CH2:8][C:9]2[CH:10]=[CH:11][CH:12]=[CH:13][CH:14]=2)[C:6](=[O:17])[NH:5][CH2:4][C:3]1=[O:18]. Reported procedure: A solution of (S)-N-[2-(methylamino)-1-oxo-3-phenylpropyl)glycine methyl ester (Description 33, 1.59 g, 6.4 mmol) in toluene (15 mL) was heated at 170° C. in a sealed tube for 42 h. The mixture was cooled, the solvent was evaporated under reduced pressure and the residue was purified by flash column chromatography on silica gel, eluting with CH2Cl2/MeOH/NH3(aq.) (95:5:1), to give the title compound as a colorless solid (1.19 g, 86%). 1H NMR (360 MHz, CDCl3) δ7.31 (3H, m), 7.14 (2H, m), 5.93 (1H,... The product is CN1C(CNC([C@@H]1CC1=CC=CC=C1)=O)=O ((6S)-1-Methyl-6-(phenylmethyl)-2,5-piperazinedione). Starting materials: COC1=CC=C(CNC=2OC(=NN2)C=2C=C3C(=CN(C3=CC2)S(=O)(=O)C2=CC=C(C)C=C2)C2=NC(=CN=C2)N2C(CCCC2)C)C=C1 (N-(4-Methoxybenzyl)-5-(3-(6-(2-methylpiperidin-1-yl)pyrazin-2-yl)-1-tosyl-1H-indol-5-yl)-1,3,4-oxadiazol-2-amine). Run in C(=O)(C(F)(F)F)O (TFA). Run at temperature 120 celsius. Product: CC1N(CCCC1)C1=CN=CC(=N1)C1=CN(C2=CC=C(C=C12)C1=NN=C(O1)N)S(=O)(=O)C1=CC=C(C)C=C1 (5-(3-(6-(2-methylpiperidin-1-yl)pyrazin-2-yl)-1-tosyl-1H-indol-5-yl)-1,3,4-oxadiazol-2-amine). RXN SMILES: COC1C=CC(C[NH:8][C:9]2[O:10][C:11]([C:14]3[CH:15]=[C:16]4[C:20](=[CH:21][CH:22]=3)[N:19]([S:23]([C:26]3[CH:32]=[CH:31][C:29]([CH3:30])=[CH:28][CH:27]=3)(=[O:25])=[O:24])[CH:18]=[C:17]4[C:33]3[CH:38]=[N:37][CH:36]=[C:35]([N:39]4[CH2:44][CH2:43][CH2:42][CH2:41][CH:40]4[CH3:45])[N:34]=3)=[N:12][N:13]=2)=CC=1>C(O)(C(F)(F)F)=O>[CH3:45][CH:40]1[CH2:41][CH2:42][CH2:43][CH2:44][N:39]1[C:35]1[N:34]=[C:33]([C:17]2[C:16]3[C:20](=[CH:21][CH:22]=[C:14]([C:11]4[O:10][C:9]([NH2:8])=[N:13][N:12]=4)[CH:15]=3)[N:19]([S:23]([C:26]3[CH:27]=[CH:28][C:29]([CH3:30])=[CH:31][CH:32]=3)(=[O:24])=[O:25])[CH:18]=2)[CH:38]=[N:37][CH:36]=1. Reported procedure: N-(4-Methoxybenzyl)-5-(3-(6-(2-methylpiperidin-1-yl)pyrazin-2-yl)-1-tosyl-1H-indol-5-yl)-1,3,4-oxadiazol-2-amine (177 mg, 0.272 mmol) was weighed into a 5 mL glass microwave tube. The material was dissolved in TFA (1.5 mL) (Aldrich). The tube was sealed and the solution was heated at 120° C. for 10 min in an Initiator microwave reactor (Personal Chemistry, Biotage AB, Inc., Uppsala, Sweden). The excess TFA was removed in vacuo, the crude residue was treated with 1N NaOH and extracted with EtOAc.... Reactants: OC1=CC(=C(C=O)C=C1)C (4-hydroxy-2-methylbenzaldehyde), BrCCCC (1-bromobutane). Product: CC1=C(C=O)C=CC(=C1)OCCCC (2-methyl-4-butoxybenzaldehyde). The yield is 67.6%. RXN SMILES: [OH:1][C:2]1[CH:9]=[CH:8][C:5]([CH:6]=[O:7])=[C:4]([CH3:10])[CH:3]=1.Br[CH2:12][CH2:13][CH2:14][CH3:15]>>[CH3:10][C:4]1[CH:3]=[C:2]([O:1][CH2:12][CH2:13][CH2:14][CH3:15])[CH:9]=[CH:8][C:5]=1[CH:6]=[O:7]. Procedure: The compound was synthesized as in Example 87.1, using 4-hydroxy-2-methylbenzaldehyde (54.4 mg, 0.40 mmol) in place of 4-hydroxybenzaldehyde and 1-bromobutane (77 μL, 0.80 mmol) in place of 1-iodo-(3,3,3-trifluoro)propane to give 2-methyl-4-butoxybenzaldehyde (52 mg, 68%). Used without further characterization. Starting materials: COc1ccc(Cn2ncc3c(-c4cccnc4Nc4c(C)ccc5c(Nc6ccc(C#N)cc6)ncnc45)ncnc32)cc1, O=C(O)C(F)(F)F. Yields the product Cc1ccc2c(Nc3ccc(C#N)cc3)ncnc2c1Nc1ncccc1-c1ncnc2[nH]ncc12. Reaction SMILES: [CH3:1][O:2][c:3]1[cH:4][cH:5][c:6]([CH2:7][n:8]2[n:9][cH:10][c:11]3[c:12]2[n:13][cH:14][n:15][c:16]3-[c:17]2[c:18]([NH:23][c:24]3[c:25]([CH3:43])[cH:26][cH:27][c:28]4[c:29]([NH:34][c:35]5[cH:36][cH:37][c:38]([C:39]#[N:40])[cH:41][cH:42]5)[n:30][cH:31][n:32][c:33]34)[n:19][cH:20][cH:21][cH:22]2)[cH:44][cH:45]1.[F:46][C:47]([F:48])([F:49])[C:50]([OH:51])=[O:52]>>[nH:8]1[n:9][cH:10][c:11]2[c:12]1[n:13][cH:14][n:15][c:16]2-[c:17]1[c:18]([NH:23][c:24]2[c:25]([CH3:43])[cH:26][cH:27][c:28]3[c:29]([NH:34][c:35]4[cH:36][cH:37][c:38]([C:39]#[N:40])[cH:41][cH:42]4)[n:30][cH:31][n:32][c:33]23)[n:19][cH:20][cH:21][cH:22]1.